From a dataset of the Open Reaction Database (ORD), a public repository of structured organic reaction records. describe an organic reaction: reactants, conditions, products, and yield Reactants: CO, [Cl-], [Fe], [NH4+], N=C(N)c1ccc2[nH]c(-c3cc(S(=O)(=O)NC(=O)CCCc4ccccc4)cc(-c4cccc([N+](=O)[O-])c4)c3O)nc2c1. Product: N=C(N)c1ccc2[nH]c(-c3cc(S(=O)(=O)NC(=O)CCCc4ccccc4)cc(-c4cccc(N)c4)c3O)nc2c1. As a reaction SMILES: [CH3:46][OH:47].[Cl-:44].[Fe:48].[NH4+:45].[OH:1][c:2]1[c:3](-[c:35]2[cH:36][c:37]([N+:41]([O-:42])=[O:43])[cH:38][cH:39][cH:40]2)[cH:4][c:5]([S:20]([NH:21][C:22]([CH2:23][CH2:24][CH2:25][c:26]2[cH:27][cH:28][cH:29][cH:30][cH:31]2)=[O:32])(=[O:33])=[O:34])[cH:6][c:7]1-[c:8]1[n:9][c:10]2[c:11]([nH:12]1)[cH:13][cH:14][c:15]([C:17](=[NH:18])[NH2:19])[cH:16]2>>[OH:1][c:2]1[c:3](-[c:35]2[cH:36][c:37]([NH2:41])[cH:38][cH:39][cH:40]2)[cH:4][c:5]([S:20]([NH:21][C:22]([CH2:23][CH2:24][CH2:25][c:26]2[cH:27][cH:28][cH:29][cH:30][cH:31]2)=[O:32])(=[O:33])=[O:34])[cH:6][c:7]1-[c:8]1[n:9][c:10]2[c:11]([nH:12]1)[cH:13][cH:14][c:15]([C:17](=[NH:18])[NH2:19])[cH:16]2. Reactants: C=O (formaldehyde), C(C)(=O)O[BH-](OC(C)=O)OC(C)=O.[Na+] (sodium triacetoxyborohydride), C(C1=CC=CC=C1)OC(=O)N1CC(C1)N1C[C@@H](N(CC1)C(=O)OC(C)(C)C)C (tert-butyl(2S)-4-(1-((benzyloxy)carbonyl)azetidin-3-yl)-2-methylpiperazine-1-carboxylate), resultant mixture, C(O)([O-])=O.[Na+] (Sodium hydrogen carbonate), C=O (formaldehyde), resultant residue, resultant mixture, C(=O)(C(F)(F)F)O (TFA), resultant mixture, C(C)(=O)O[BH-](OC(C)=O)OC(C)=O.[Na+] (Sodium triacetoxyborohydride). Solvent: O (water), ClCCl (dichloromethane), C1CCOC1 (THF). Reaction conditions: time 30 minute. Yields the product C[C@H]1CN(CCN1C)C1CN(C1)C(=O)OCC1=CC=CC=C1 (Benzyl 3-((3S)-3,4-dimethylpiperazin-1-yl)azetidine-1-carboxylate). Yield: 100.1%. RXN SMILES: [CH2:1]([O:8][C:9]([N:11]1[CH2:14][CH:13]([N:15]2[CH2:20][CH2:19][N:18]([C:21](OC(C)(C)C)=O)[C@@H:17]([CH3:28])[CH2:16]2)[CH2:12]1)=[O:10])[C:2]1[CH:7]=[CH:6][CH:5]=[CH:4][CH:3]=1.C(O)(C(F)(F)F)=O.C=O.C(O[BH-](OC(=O)C)OC(=O)C)(=O)C.[Na+].C(=O)([O-])O.[Na+]>O.C1COCC1.ClCCl>[CH3:28][C@@H:17]1[N:18]([CH3:21])[CH2:19][CH2:20][N:15]([CH:13]2[CH2:12][N:11]([C:9]([O:8][CH2:1][C:2]3[CH:7]=[CH:6][CH:5]=[CH:4][CH:3]=3)=[O:10])[CH2:14]2)[CH2:16]1 |f:3.4,5.6|. Procedure: To a mixed solution of tert-butyl(2S)-4-(1-((benzyloxy)carbonyl)azetidin-3-yl)-2-methylpiperazine-1-carboxylate (36.7 g, 94.2 mmol) described in Production Example 4-1 and dichloromethane (20 mL) was added TFA (30 mL) at room temperature. The resultant mixture was stirred at room temperature for 35 minutes. The reaction mixture was concentrated under a reduced pressure. An aqueous formaldehyde solution (70.1 mL, 942 mmol) was added to a mixed solution of the resultant residue and THF (100 mL) at... Reactants: COc1nscc1C(N)=O, O=N[O-], [Na+], O, O=S(=O)(O)O. RXN SMILES: [C:1]([NH2:2])(=[O:3])[c:4]1[c:5]([O:9][CH3:10])[n:6][s:7][cH:8]1.[N:16]([O-:17])=[O:18].[Na+:19].[OH2:20].[S:11]([OH:12])(=[O:13])(=[O:14])[OH:15]>>[C:1](=[O:3])([c:4]1[c:5]([O:9][CH3:10])[n:6][s:7][cH:8]1)[OH:12]. Yields the product COc1nscc1C(=O)O. Starting materials: C=1C=NC(=NC1)N2CCN(CC2)CCCCN3C(=O)CC4(CCCC4)CC3=O (buspirone), N1=C(N=CC=C1)N1CCN(CC1)CCCCN1C(CC2(CCCC2)CC1=O)=O (Buspirone), Cl (hydrochloric acid), Na3PO4, C[Si](C)(C)[N-][Si](C)(C)C.[Na+] (Sodium bis(trimethylsilyl)amide), C=1C=NC(=NC1)N2CCN(CC2)CCCCN3C(=O)CC4(CCCC4)CC3=O (buspirone), Cl (hydrochloric acid), C(C)(C)(C)OC (Methyl tert-butyl ether), P(OCC)(OCC)OCC (Triethyl phosphite), C[Si](C)(C)[N-][Si](C)(C)C.[Na+] (sodium bis(trimethylsilyl)amide), C=1C=NC(=NC1)N2CCN(CC2)CCCCN3C(=O)CC4(CCCC4)CC3=O (buspirone), C=1C=NC(=NC1)N2CCN(CC2)CCCCN3C(=O)CC4(CCCC4)CC3=O (buspirone). Run in C1CCOC1 (THF), O1CCCC1 (Tetrahydrofuran), C1CCOC1 (THF). Product: C=1C=NC(=NC1)N2CCN(CC2)CCCCN3C(=O)CC4(CCCC4)C(C3=O)O (6-hydroxybuspirone). Yield: 85.7%. Reaction SMILES: [N:1]1[CH:6]=[CH:5][CH:4]=[N:3][C:2]=1[N:7]1[CH2:12][CH2:11][N:10]([CH2:13][CH2:14][CH2:15][CH2:16][N:17]2[C:26](=[O:27])[CH2:25][C:20]3([CH2:24][CH2:23][CH2:22][CH2:21]3)[CH2:19][C:18]2=[O:28])[CH2:9][CH2:8]1.P(OCC)(OCC)[O:30]CC.C[Si]([N-][Si](C)(C)C)(C)C.[Na+].C(OC)(C)(C)C.Cl>C1COCC1>[CH:5]1[CH:6]=[N:1][C:2]([N:7]2[CH2:12][CH2:11][N:10]([CH2:13][CH2:14][CH2:15][CH2:16][N:17]3[C:26](=[O:27])[CH:25]([OH:30])[C:20]4([CH2:24][CH2:23][CH2:22][CH2:21]4)[CH2:19][C:18]3=[O:28])[CH2:9][CH2:8]2)=[N:3][CH:4]=1 |f:2.3|. Procedure details: Buspirone (8-[4-[4-(2-pyrimidinyl)-1-piperazinyl]butyl]-8-azaspiro(4.5)-decane-7,9-dione) (246.5 g, 639.6 mmol) was charged to a 12 L flask equipped with a mechanical stirrer and a React-IR probe under inert gas. Tetrahydrofuran (4.383 kg, 60.8 mol, 4.930 L, 20 mL/g) was charged and the mixture agitated at ambient temperature until homogeneous. Triethyl phosphite (371.9 g, 2.238 mol, 383.8 mL, 3.5 eq) was added and the mixture was cooled to −68 to −75° C. The mixture was agitated at this tempera... Solvent: [Br-].[Br-].[Ca+2] (CaBr2), O (DI water), [Br-].[Br-].[Ca+2] (CaBr2). Procedure: 650 grams of calcium bromide hydrate (Aldrich, 98%) is added to 500 ml of DI water and allowed to dissolve. 100 ml of this solution is placed in an Erlenmeyer flask. 2.9565 grams (3.67 ml) of acrylonitrile (Aldrich, 99%), 1.9803 grams of acrylamide (Aldrich, 99%), 6.4702 grams (6.40 ml) of 2-hydroxyethyl acrylate (Aldrich, 96%), and 0.1498 grams (0.144 ml) of diethylene glycol diacrylate (Monomer-Polymer & Dajac Laboratories, Catalogue No. 7945) are added to the 100 ml of CaBr2 solution. Heat ma... Product: C(C=C)#N.C(C=C)(=O)N.C(C=C)(=O)OCCO (Acrylonitrile Acrylamide 2-Hydroxyethyl Acrylate). Conditions: time 8 hour. The reactants are C(C=C)#N (acrylonitrile), C(C=C)(=O)N (acrylamide), C(C=C)(=O)OCCO (2-hydroxyethyl acrylate), C(C=C)(=O)OCCOCCOC(C=C)=O (diethylene glycol diacrylate), N#N (N2), O.[Br-].[Ca+2].[Br-] (calcium bromide hydrate), solution, C(C=C)(=O)N (acrylamide). Reaction SMILES: O.[Br-].[Ca+2].[Br-].[C:5](#[N:8])[CH:6]=[CH2:7].[C:9]([NH2:13])(=[O:12])[CH:10]=[CH2:11].[C:14]([O:18][CH2:19][CH2:20][OH:21])(=[O:17])[CH:15]=[CH2:16].C(OCCOCCOC(=O)C=C)(=O)C=C.N#N>[Br-].[Br-].[Ca+2].O>[C:5](#[N:8])[CH:6]=[CH2:7].[C:9]([NH2:13])(=[O:12])[CH:10]=[CH2:11].[C:14]([O:18][CH2:19][CH2:20][OH:21])(=[O:17])[CH:15]=[CH2:16] |f:0.1.2.3,9.10.11,13.14.15|.